Dataset: the Open Reaction Database (ORD), a public repository of structured organic reaction records. Task: describe an organic reaction: reactants, conditions, products, and yield Reactants: CCN(C(C)C)C(C)C, ClCCl, O=[N+]([O-])c1ccc(S(=O)(=O)Cl)c([N+](=O)[O-])c1, COC(=O)c1ccc(CN)cc1, c1ccncc1. Yields the product COC(=O)c1ccc(CNS(=O)(=O)c2ccc([N+](=O)[O-])cc2[N+](=O)[O-])cc1. RXN SMILES: [CH:35]([N:36]([CH2:37][CH3:38])[CH:39]([CH3:40])[CH3:41])([CH3:42])[CH3:43].[Cl:44][CH2:45][Cl:46].[N+:13](=[O:14])([O-:15])[c:16]1[c:17]([S:25](=[O:26])(=[O:27])[Cl:28])[cH:18][cH:19][c:20]([N+:22](=[O:23])[O-:24])[cH:21]1.[NH2:1][CH2:2][c:3]1[cH:4][cH:5][c:6]([C:7](=[O:8])[O:9][CH3:10])[cH:11][cH:12]1.[cH:29]1[cH:30][cH:31][n:32][cH:33][cH:34]1>>[NH:1]([CH2:2][c:3]1[cH:4][cH:5][c:6]([C:7](=[O:8])[O:9][CH3:10])[cH:11][cH:12]1)[S:25]([c:17]1[c:16]([N+:13](=[O:14])[O-:15])[cH:21][c:20]([N+:22](=[O:23])[O-:24])[cH:19][cH:18]1)(=[O:26])=[O:27]. Starting materials: C(=O)NCCN1CCNCCC1 (N-(2-formamidoethyl)homopiperazine), B.C1CCOC1 (borane THF). The solvent is C1CCOC1 (THF). Run at time 8 hour. Yields the product CNCCN1CCNCCC1 (N-(2-methylaminoethyl)homopiperazine), N-(2-methylamino) homopiperazine. RXN SMILES: [CH:1]([NH:3][CH2:4][CH2:5][N:6]1[CH2:12][CH2:11][CH2:10][NH:9][CH2:8][CH2:7]1)=O.B.C1COCC1>C1COCC1>[CH3:1][NH:3][CH2:4][CH2:5][N:6]1[CH2:12][CH2:11][CH2:10][NH:9][CH2:8][CH2:7]1 |f:1.2|. Reported procedure: To a solution of 2.75 gm of N-(2-formamidoethyl)homopiperazine in 20 ml of dry THF under N2 is added carefully 60 ml of borane THF solution. After the addition is complete the reaction mixture is heated to reflux for 5 hours then stirred at room temperature overnight. The reaction mixture is quenched by the careful addition of 20 ml of 6N HCl followed by refluxing for 1 hour. The reaction mixture is cooled, 50 ml of water added and solid KOH added carefully to alkaline pH. Extraction with ether ... Starting materials: OC1=CC=C(C=C1)C=1C=C(C(NC1C)=O)C#N (5-(4-hydroxyphenyl)-6-methyl-2-oxo-1,2-dihydro-3-pyridinecarbonitrile), [H-].[Na+] (sodium hydride), BrCCCN1C(C=2C(C1=O)=CC=CC2)=O (N-(3-bromopropyl)phthalimide), [H][H] (hydrogen). Run in CN(C)C=O (DMF), CN(C)C=O (DMF), CN(C)C=O (DMF). Run at temperature 80 celsius, time 1 hour. Yields the product C1(C=2C(C(N1CCCOC1=CC=C(C=C1)C=1C=C(C(NC1C)=O)C#N)=O)=CC=CC2)=O (5-(4-phthalimidopropyloxyphenyl)-6-methyl-2-oxo-1,2-dihydro-3-pyridinecarbonitrile). Isolated yield 51.6%. As a reaction SMILES: [OH:1][C:2]1[CH:7]=[CH:6][C:5]([C:8]2[CH:9]=[C:10]([C:16]#[N:17])[C:11](=[O:15])[NH:12][C:13]=2[CH3:14])=[CH:4][CH:3]=1.[H-].[Na+].[H][H].Br[CH2:23][CH2:24][CH2:25][N:26]1[C:30](=[O:31])[C:29]2=[CH:32][CH:33]=[CH:34][CH:35]=[C:28]2[C:27]1=[O:36]>CN(C=O)C>[C:27]1(=[O:36])[N:26]([CH2:25][CH2:24][CH2:23][O:1][C:2]2[CH:3]=[CH:4][C:5]([C:8]3[CH:9]=[C:10]([C:16]#[N:17])[C:11](=[O:15])[NH:12][C:13]=3[CH3:14])=[CH:6][CH:7]=2)[C:30](=[O:31])[C:29]2=[CH:32][CH:33]=[CH:34][CH:35]=[C:28]12 |f:1.2|. Reported procedure: A solution of 2.00 g (8.84 mmol) of 5-(4-hydroxyphenyl)-6-methyl-2-oxo-1,2-dihydro-3-pyridinecarbonitrile in 15 ml of DMF is added dropwise to a suspension of 707 mg (17.7 mmol) of 60% sodium hydride-mineral oil in DMF (5 ml). When hydrogen evolution ceases, the mixture is warmed to 60° C. and a solution of 2.37 g (8.84 mmol) of N-(3-bromopropyl)phthalimide in 5 ml of DMF is added dropwise. After 1 hr at 60° C., the temperature of the mixture is raised to 80° C. for an additional hr of heating. ... Starting materials: BrC1=C(C2=C(OCO2)C=C1)C=O (5-bromo-1,3-benzodioxole-4-carbaldehyde), C(=O)([O-])[O-].[Na+].[Na+] (Na2CO3), C(=O)C1=C(C=CC=C1)B(O)O (2-formylphenylboronic acid). The reagents and catalysts are C=1C=CC(=CC1)[P](C=2C=CC=CC2)(C=3C=CC=CC3)[Pd]([P](C=4C=CC=CC4)(C=5C=CC=CC5)C=6C=CC=CC6)([P](C=7C=CC=CC7)(C=8C=CC=CC8)C=9C=CC=CC9)[P](C=1C=CC=CC1)(C=1C=CC=CC1)C=1C=CC=CC1 (Pd(PPh3)4). Solvent: COC(C)OC (dimethoxy-ethane). Product: C(=O)C1=C(C=CC=C1)C1=C(C2=C(OCO2)C=C1)C=O (5-(2-Formylphenyl)-1,3-benzodioxole-4-carbaldehyde). As a reaction SMILES: Br[C:2]1[CH:10]=[CH:9][C:5]2[O:6][CH2:7][O:8][C:4]=2[C:3]=1[CH:11]=[O:12].C([O-])([O-])=O.[Na+].[Na+].[CH:19]([C:21]1[CH:26]=[CH:25][CH:24]=[CH:23][C:22]=1B(O)O)=[O:20]>COC(OC)C.C1C=CC([P]([Pd]([P](C2C=CC=CC=2)(C2C=CC=CC=2)C2C=CC=CC=2)([P](C2C=CC=CC=2)(C2C=CC=CC=2)C2C=CC=CC=2)[P](C2C=CC=CC=2)(C2C=CC=CC=2)C2C=CC=CC=2)(C2C=CC=CC=2)C2C=CC=CC=2)=CC=1>[CH:19]([C:21]1[CH:26]=[CH:25][CH:24]=[CH:23][C:22]=1[C:2]1[CH:10]=[CH:9][C:5]2[O:6][CH2:7][O:8][C:4]=2[C:3]=1[CH:11]=[O:12])=[O:20] |f:1.2.3,^1:39,41,60,79|. Procedure details: To a solution of 5-bromo-1,3-benzodioxole-4-carbaldehyde (0.458 g, 2.00 mmol) in dry dimethoxy-ethane were added Pd(PPh3)4 (5 mol %, 0.10 mmol), 2.5 ml 2M Na2CO3 and 2-formylphenylboronic acid (0.450 g, 3.00 mmol) under argon. The reaction mixture was heated under reflux until the starting material was consumed (monitored by TLC). Then the mixture was poured onto ice-water (30 ml) and the aqueous phase was extracted with dichloromethane (3×30 ml). The combined organic phases were dried over anhy... Procedure: A mixture of hexyl-carbamic acid 1-benzyl-1, 2, 3, 4-tetrahydro-quinolin-6-yl ester (0.732 g., 2 mmol) and 5% Pd—C (0.08 g.) in absolute ethanol (20 ml) was shaken in a par apparatus at room temperature (38° C.) under 50 psi pressure of hydrogen for 4 hours. Pd—C was then discarded through filtration. The reaction mixture was concentrated under vaccum and the separated solid was washed with chloroform (2×5 ml) to give 2a; yield: 0.60 g. (64.1%), m.p.: 100° C., C16H24N2O2; 1H NMR δ ppm (CDCl3): 0... As a reaction SMILES: C([N:8]1[C:17]2[C:12](=[CH:13][C:14]([O:18][C:19](=[O:27])[NH:20][CH2:21][CH2:22][CH2:23][CH2:24][CH2:25][CH3:26])=[CH:15][CH:16]=2)[CH2:11][CH2:10][CH2:9]1)C1C=CC=CC=1.[H][H]>C(O)C.[Pd]>[NH:8]1[C:17]2[C:12](=[CH:13][C:14]([O:18][C:19](=[O:27])[NH:20][CH2:21][CH2:22][CH2:23][CH2:24][CH2:25][CH3:26])=[CH:15][CH:16]=2)[CH2:11][CH2:10][CH2:9]1. Starting materials: C(C1=CC=CC=C1)N1CCCC2=CC(=CC=C12)OC(NCCCCCC)=O (hexyl-carbamic acid 1-benzyl-1, 2, 3, 4-tetrahydro-quinolin-6-yl ester), [H][H] (hydrogen). Run in C(C)O (ethanol). Reagents/catalysts: [Pd] (Pd—C). Product: N1CCCC2=CC(=CC=C12)OC(NCCCCCC)=O (Hexyl-carbamic acid 1, 2, 3, 4tetrahydroquinolin-6-yl ester). Reactants: CCO, CCOCC, CSC(=N)NN=Cc1c(Cl)cccc1Cl, NCc1ccc(F)cc1, I. The product is N=C(NCc1ccc(F)cc1)NN=Cc1c(Cl)cccc1Cl, I. RXN SMILES: [CH3:26][CH2:27][OH:28].[CH3:29][CH2:30][O:31][CH2:32][CH3:33].[Cl:2][c:3]1[c:4]([CH:5]=[N:6][NH:7][C:8]([S:9][CH3:10])=[NH:11])[c:12]([Cl:16])[cH:13][cH:14][cH:15]1.[F:17][c:18]1[cH:19][cH:20][c:21]([CH2:22][NH2:23])[cH:24][cH:25]1.[IH:1]>>[Cl:2][c:3]1[c:4]([CH:5]=[N:6][NH:7][C:8](=[NH:11])[NH:23][CH2:22][c:21]2[cH:20][cH:19][c:18]([F:17])[cH:25][cH:24]2)[c:12]([Cl:16])[cH:13][cH:14][cH:15]1.[IH:1].